Dataset: the Open Reaction Database (ORD), a public repository of structured organic reaction records. Task: describe an organic reaction: reactants, conditions, products, and yield Reactants: CCO, [Na+], [OH-], CCOC(=O)c1c(C)nc2ccc(NCCCN3CCC(OC(c4ccccc4)c4ccccc4)CC3)nn12. Product: Cc1nc2ccc(NCCCN3CCC(OC(c4ccccc4)c4ccccc4)CC3)nn2c1C(=O)O. RXN SMILES: [CH3:42][CH2:43][OH:44].[Na+:41].[OH-:40].[c:1]1([CH:7]([O:8][CH:9]2[CH2:10][CH2:11][N:12]([CH2:15][CH2:16][CH2:17][NH:18][c:19]3[cH:20][cH:21][c:22]4[n:23]([n:24]3)[c:25]([C:29](=[O:30])[O:31][CH2:32][CH3:33])[c:26]([CH3:28])[n:27]4)[CH2:13][CH2:14]2)[c:34]2[cH:35][cH:36][cH:37][cH:38][cH:39]2)[cH:2][cH:3][cH:4][cH:5][cH:6]1>>[c:1]1([CH:7]([O:8][CH:9]2[CH2:10][CH2:11][N:12]([CH2:15][CH2:16][CH2:17][NH:18][c:19]3[cH:20][cH:21][c:22]4[n:23]([n:24]3)[c:25]([C:29](=[O:30])[OH:31])[c:26]([CH3:28])[n:27]4)[CH2:13][CH2:14]2)[c:34]2[cH:35][cH:36][cH:37][cH:38][cH:39]2)[cH:2][cH:3][cH:4][cH:5][cH:6]1. The reactants are [OH-].[Na+] (sodium hydroxide), ClC1=NC(=CC(=C1)C1=CN(C2=NC=CC=C21)S(=O)(=O)C2=CC=CC=C2)Cl (3-(2,6-dichloropyridin-4-yl)-1-(phenyl sulfonyl)-1H-pyrrolo[2,3-b]pyridine), C(CCCC)(=O)N (pentanamide), C([O-])([O-])=O.[Cs+].[Cs+] (cesium carbonate), CC1(C2=C(C(=CC=C2)P(C3=CC=CC=C3)C4=CC=CC=C4)OC5=C(C=CC=C51)P(C6=CC=CC=C6)C7=CC=CC=C7)C (Xantphos). Reagents/catalysts: C(C)(=O)[O-].[Pd+2].C(C)(=O)[O-] (palladium (II) acetate). Reaction conditions: temperature 85 celsius. Yields the product ClC1=CC(=CC(=N1)NC(CCCC)=O)C1=CNC2=NC=CC=C21 (N-[6-chloro-4-(1H-pyrrolo[2,3-b]pyridin-3-yl)pyridin-2-yl]pentanamide). The yield is 11.9%. RXN SMILES: Cl[C:2]1[CH:7]=[C:6]([C:8]2[C:16]3[C:11](=[N:12][CH:13]=[CH:14][CH:15]=3)[N:10](S(C3C=CC=CC=3)(=O)=O)[CH:9]=2)[CH:5]=[C:4]([Cl:26])[N:3]=1.[C:27]([NH2:33])(=[O:32])[CH2:28][CH2:29][CH2:30][CH3:31].C(=O)([O-])[O-].[Cs+].[Cs+].CC1(C)C2C(=C(P(C3C=CC=CC=3)C3C=CC=CC=3)C=CC=2)OC2C(P(C3C=CC=CC=3)C3C=CC=CC=3)=CC=CC1=2.[OH-].[Na+]>C([O-])(=O)C.[Pd+2].C([O-])(=O)C>[Cl:26][C:4]1[N:3]=[C:2]([NH:33][C:27](=[O:32])[CH2:28][CH2:29][CH2:30][CH3:31])[CH:7]=[C:6]([C:8]2[C:16]3[C:11](=[N:12][CH:13]=[CH:14][CH:15]=3)[NH:10][CH:9]=2)[CH:5]=1 |f:2.3.4,6.7,8.9.10|. Procedure: A mixture of Example 7a (82.5 mg, 0.204 mmol), pentanamide (28.9 mg, 0.286 mmol), cesium carbonate (100 mg, 0.306 mmol), palladium (II) acetate (2.29 mg, 10.2 μmol), and Xantphos (8.86 mg, 0.015 mmol) was degassed and heated at 85° C. in a sealed vial for 6 hours. The reaction mixture was cooled and concentrated. The residue was treated with 20% brine and extracted with EtOAc (2×). The organic layers were dried and concentrated. The crude intermediate was dissolved in dioxane (1.5 mL) and treate... The reactants are [Br-], CC(C)(C)OC(=O)N1CCC(=O)CC1, CCCC[PH3+], CCOCC, [Li]CCCC. Product: CCCC=C1CCN(C(=O)OC(C)(C)C)CC1. RXN SMILES: [Br-:1].[C:12]([CH3:13])([CH3:14])([CH3:15])[O:16][C:17](=[O:18])[N:19]1[CH2:20][CH2:21][C:22](=[O:25])[CH2:23][CH2:24]1.[CH2:2]([CH2:3][CH2:4][CH3:5])[PH3+:6].[CH3:26][CH2:27][O:28][CH2:29][CH3:30].[CH3:7][CH2:8][CH2:9][CH2:10][Li:11]>>[CH:2]([CH2:3][CH2:4][CH3:5])=[C:22]1[CH2:21][CH2:20][N:19]([C:17]([O:16][C:12]([CH3:13])([CH3:14])[CH3:15])=[O:18])[CH2:24][CH2:23]1.